Dataset: the Open Reaction Database (ORD), a public repository of structured organic reaction records. Task: describe an organic reaction: reactants, conditions, products, and yield The yield is 85.0%. Reaction SMILES: [Cl:1][C:2]1[C:11]2[C:6](=[CH:7][C:8]([O:14][CH3:15])=[C:9]([O:12][CH3:13])[CH:10]=2)[N:5]=[CH:4][N:3]=1.[C:16]1([NH2:23])[CH:21]=[CH:20][C:19]([NH2:22])=[CH:18][CH:17]=1>>[ClH:1].[NH2:22][C:19]1[CH:20]=[CH:21][C:16]([NH:23][C:2]2[C:11]3[C:6](=[CH:7][C:8]([O:14][CH3:15])=[C:9]([O:12][CH3:13])[CH:10]=3)[N:5]=[CH:4][N:3]=2)=[CH:17][CH:18]=1 |f:2.3|. The product is Cl.NC1=CC=C(NC2=NC=NC3=CC(=C(C=C23)OC)OC)C=C1 (4-(4'-aminoanilino)-6,7-dimethoxyquinazoline hydrochloride). Reactants: ClC1=NC=NC2=CC(=C(C=C12)OC)OC (4-chloro-6,7-dimethoxyquinazoline), C1(=CC=C(C=C1)N)N (1,4-phenylenediamine). Reported procedure: Using an analogous procedure to that described in Example 74, 4-chloro-6,7-dimethoxyquinazoline was reacted with 1,4-phenylenediamine to give 4-(4'-aminoanilino)-6,7-dimethoxyquinazoline hydrochloride in 85% yield, m.p. 274°-276° C. Reactants: COC(CBr)=O (methylbromoacetate), C1CCOC1 (THF), Cl (hydrochloric acid), C(C)(C)[N-]C(C)C.[Li+] (lithiumdiisopropylamide), BrC=1C=CC=C2CCCC(C12)=O (8-bromotetralone), C1CCOC1 (THF). Conditions: time 18 hour. Yields the product BrC=1C=CC=C2CCC(C(C12)CC(=O)OC)=O (Methyl (8-bromo-2-oxo-1,2,3,4-tetrahydronaphthalen-1-yl)-acetate). As a reaction SMILES: C([N-]C(C)C)(C)C.[Li+].[Br:9][C:10]1[CH:11]=[CH:12][CH:13]=[C:14]2[C:19]=1[C:18](=O)[CH2:17][CH2:16][CH2:15]2.[CH3:21][O:22][C:23](=[O:26])[CH2:24]Br.Cl.C1C[O:31]CC1>>[Br:9][C:10]1[CH:11]=[CH:12][CH:13]=[C:14]2[C:19]=1[CH:18]([CH2:24][C:23]([O:22][CH3:21])=[O:26])[C:17](=[O:31])[CH2:16][CH2:15]2 |f:0.1|. Procedure details: 33 ml of 2M lithiumdiisopropylamide were added to a solution of 13.5 g (60 mmol) of 8-bromotetralone in 470 ml of THF at −30° C. under a protective gas atmopshere and, after stirring, a solution of 11 g (72.mmol) of methylbromoacetate in 100 ml of THF was added dropwise. The mixture was worked up after 18 h at room temperature by adding 10 ml of concentrated hydrochloric acid at 0° C. The solvent was removed in vacuo, and the residue was taken up in water and extracted with ethyl acetate. The co... The reactants are CC1=CC=C2C(=N1)ON=C2O (6-methylisoxazolo[5,4-b]pyridin-3-ol), CC1CCN(CC1)C(=O)Cl (4-methylpiperidine-1-carbonyl chloride). Product: CC1CCN(CC1)C(=O)OC1=NOC2=NC(=CC=C21)C (6-Methylisoxazolo[5,4-b]pyridin-3-yl 4-methylpiperidine-1-carboxylate). Reaction SMILES: [CH3:1][C:2]1[N:7]=[C:6]2[O:8][N:9]=[C:10]([OH:11])[C:5]2=[CH:4][CH:3]=1.[CH3:12][CH:13]1[CH2:18][CH2:17][N:16]([C:19](Cl)=[O:20])[CH2:15][CH2:14]1>>[CH3:12][CH:13]1[CH2:18][CH2:17][N:16]([C:19]([O:11][C:10]2[C:5]3[C:6](=[N:7][C:2]([CH3:1])=[CH:3][CH:4]=3)[O:8][N:9]=2)=[O:20])[CH2:15][CH2:14]1. Procedure details: In analogy to example 1, 140 mg (0.93 mmol) of 6-methylisoxazolo[5,4-b]pyridin-3-ol were reacted with 181 mg (1.12 mmol) of 4-methylpiperidine-1-carbonyl chloride. Yield: 135 mg (53%), M+H+: 276.10. The reactants are CN[C@H]1CC[C@H](C2=C1C=CC=C2)C=3C=CC(=C(C3)Cl)Cl (sertraline), Cl (hydrochloric acid), CO (methanol), C(C)O (ethanol). Solvent: O (Water), CCCCCC (hexane), O (water), C(C)(C)O (isopropyl alcohol), C(C)(=O)OCC (ethyl acetate). Yields the product CN[C@H]1CC[C@H](C2=C1C=CC=C2)C=3C=CC(=C(C3)Cl)Cl.Cl (Sertraline hydrochloride). Reaction SMILES: [CH3:1][NH:2][C@@H:3]1[C:8]2[CH:9]=[CH:10][CH:11]=[CH:12][C:7]=2[C@H:6]([C:13]2[CH:14]=[CH:15][C:16]([Cl:20])=[C:17]([Cl:19])[CH:18]=2)[CH2:5][CH2:4]1.CO.C(O)C.[ClH:26]>O.C(OCC)(=O)C.C(O)(C)C.CCCCCC>[CH3:1][NH:2][C@@H:3]1[C:8]2[CH:9]=[CH:10][CH:11]=[CH:12][C:7]=2[C@H:6]([C:13]2[CH:14]=[CH:15][C:16]([Cl:20])=[C:17]([Cl:19])[CH:18]=2)[CH2:5][CH2:4]1.[ClH:26] |f:8.9|. Reported procedure: Alternatively, sertraline base is added to a solvent selected from the group consisting of methanol, ethanol, water, hexane, isopropyl alcohol, and ethyl acetate or a mixture thereof The solution is heated and concentrated hydrochloric acid is added. Water may also be added. Sertraline hydrochloride Form V is isolated by allowing the mixture to cool to room temperature and remain at room temperature overnight, followed by filtration and drying. The reactants are CO (Methanol), C(C1=CC=CC=C1)OC=1N=NC(=CC1OCC1=CC=CC=C1)\C=C\C1=CC=C(C=C1)Cl (3,4-bis(benzyloxy)-6-[(E)-2-(4-chlorophenyl)vinyl]pyridazine), B(Br)(Br)Br (boron tribromide). Run in ClCCl (dichloromethane), ClCCl (dichloromethane). Reaction conditions: temperature 0 celsius, time 3 hour. The product is ClC1=CC=C(C=C1)/C=C/C=1C=C(C(NN1)=O)O (6-[(E)-2-(4-chlorophenyl)vinyl]-4-hydroxypyridazin-3(2H)-one). Isolated yield 66.7%. Reaction SMILES: C([O:8][C:9]1[N:10]=[N:11][C:12](/[CH:23]=[CH:24]/[C:25]2[CH:30]=[CH:29][C:28]([Cl:31])=[CH:27][CH:26]=2)=[CH:13][C:14]=1[O:15]CC1C=CC=CC=1)C1C=CC=CC=1.B(Br)(Br)Br.CO>ClCCl>[Cl:31][C:28]1[CH:29]=[CH:30][C:25](/[CH:24]=[CH:23]/[C:12]2[CH:13]=[C:14]([OH:15])[C:9](=[O:8])[NH:10][N:11]=2)=[CH:26][CH:27]=1. Procedure details: To a solution (5 mL) of 3,4-bis(benzyloxy)-6-[(E)-2-(4-chlorophenyl)vinyl]pyridazine (150 mg) in dichloromethane was added a solution (770 μL) of 1M boron tribromide in dichloromethane at −78° C. and the mixture was stirred at 0° C. for 3 hr. Methanol was added to terminate the reaction, and the solvent was concentrated under reduced pressure. The residue was purified by silica gel column chromatography (chloroform-methanol) and the obtained solid was washed with ethanol-water, collected by filt... Reactants: ClC1=CC=C(C=C1)C(C(=O)O)(C)C (2-(4-chlorophenyl)-2-methylpropanoic acid), NCCCN1CCC(CC1)C=1C=C(C=CC1)NC(=O)C1CC1 (N-{3-[1-(3-amino propyl)-4-piperidinyl]phenyl}cyclopropanecarboxamide). Product: ClC1=CC=C(C=C1)C(C(=O)NCCCN1CCC(CC1)C=1C=C(C=CC1)NC(=O)C1CC1)(C)C (N-{3-[1-(3-{[2-(4-CHLOROPHENYL)-2-METHYLPROPANOYL]AMINO}PROPYL)-4-PIPERIDINYL]PHENYL}CYCLOPROPANECARBOXAMIDE). Reaction SMILES: [Cl:1][C:2]1[CH:7]=[CH:6][C:5]([C:8]([CH3:13])([CH3:12])[C:9]([OH:11])=O)=[CH:4][CH:3]=1.[NH2:14][CH2:15][CH2:16][CH2:17][N:18]1[CH2:23][CH2:22][CH:21]([C:24]2[CH:25]=[C:26]([NH:30][C:31]([CH:33]3[CH2:35][CH2:34]3)=[O:32])[CH:27]=[CH:28][CH:29]=2)[CH2:20][CH2:19]1>>[Cl:1][C:2]1[CH:3]=[CH:4][C:5]([C:8]([CH3:13])([CH3:12])[C:9]([NH:14][CH2:15][CH2:16][CH2:17][N:18]2[CH2:23][CH2:22][CH:21]([C:24]3[CH:25]=[C:26]([NH:30][C:31]([CH:33]4[CH2:35][CH2:34]4)=[O:32])[CH:27]=[CH:28][CH:29]=3)[CH2:20][CH2:19]2)=[O:11])=[CH:6][CH:7]=1. Reported procedure: Example 115 was prepared from 2-(4-chlorophenyl)-2-methylpropanoic acid and N-{3-[1-(3-amino propyl)-4-piperidinyl]phenyl}cyclopropanecarboxamide according to the procedures described in Scheme 10: 1H NMR (400 MHz, CDCl3) δ 7.94–7.81 (br, 1H), 7.53–7.40 (br, 1H), 7.39–7.15 (m, 6H), 6.82 (d, 1H, J=7.2 Hz), 6.68–6.49 (br, 1H), 3.33–3.19 (m, 2H), 3.19–3.06 (m, 2H), 2.63–2.39 (m, 3H), 2.31–2.09 (m, 2H), 1.89–1.62 (m, 7H), 1.54 (s, 6H), 1.13–0.98 (m, 2H), 0.90–0.72 (m, 2H); ESMS m/e: 482.2 (M+H)+. Starting materials: CO, COC(=O)C1(NC(=O)c2ccco2)CCCCC1. Product: O=C(NC1(C(=O)O)CCCCC1)c1ccco1. RXN SMILES: [CH3:19][OH:20].[o:1]1[c:2]([C:6](=[O:7])[NH:8][C:9]2([C:15](=[O:16])[O:17][CH3:18])[CH2:10][CH2:11][CH2:12][CH2:13][CH2:14]2)[cH:3][cH:4][cH:5]1>>[o:1]1[c:2]([C:6](=[O:7])[NH:8][C:9]2([C:15](=[O:16])[OH:17])[CH2:10][CH2:11][CH2:12][CH2:13][CH2:14]2)[cH:3][cH:4][cH:5]1. Starting materials: Brc1ccsc1-c1cccs1, [Li]CCCC, CCOCC, CCCCCCCCC(=O)CCCCCCCC. The product is CCCCCCCCC(O)(CCCCCCCC)c1ccsc1-c1cccs1. Reaction SMILES: [Br:1][c:2]1[c:3](-[c:7]2[s:8][cH:9][cH:10][cH:11]2)[s:4][cH:5][cH:6]1.[CH2:12]([Li:13])[CH2:14][CH2:15][CH3:16].[CH2:35]([O:36][CH2:37][CH3:38])[CH3:39].[CH3:17][CH2:18][CH2:19][CH2:20][CH2:21][CH2:22][CH2:23][CH2:24][C:25]([CH2:26][CH2:27][CH2:28][CH2:29][CH2:30][CH2:31][CH2:32][CH3:33])=[O:34]>>[c:2]1([C:25]([CH2:24][CH2:23][CH2:22][CH2:21][CH2:20][CH2:19][CH2:18][CH3:17])([CH2:26][CH2:27][CH2:28][CH2:29][CH2:30][CH2:31][CH2:32][CH3:33])[OH:34])[c:3](-[c:7]2[s:8][cH:9][cH:10][cH:11]2)[s:4][cH:5][cH:6]1. Reactants: Brc1cccc(I)c1, C1CCOC1, [Mg+]C1CCCCC1, [Cl-], Cl, [K+], [K+], Cc1ccc(C(=O)NC2CC2)cc1-n1cnc(C#N)c1N, O=C([O-])[O-]. The product is Cc1ccc(C(=O)NC2CC2)cc1-n1cnc(C(=O)c2cccc(Br)c2)c1N. Reaction SMILES: [Br:1][c:2]1[cH:3][c:4]([I:8])[cH:5][cH:6][cH:7]1.[CH2:45]1[O:46][CH2:47][CH2:48][CH2:49]1.[CH:10]1([Mg+:11])[CH2:12][CH2:13][CH2:14][CH2:15][CH2:16]1.[Cl-:9].[ClH:38].[K+:39].[K+:40].[NH2:17][c:18]1[c:19]([C:36]#[N:37])[n:20][cH:21][n:22]1-[c:23]1[cH:24][c:25]([C:26](=[O:27])[NH:28][CH:29]2[CH2:30][CH2:31]2)[cH:32][cH:33][c:34]1[CH3:35].[O-:41][C:42]([O-:43])=[O:44]>>[Br:1][c:2]1[cH:3][c:4]([C:36]([c:19]2[c:18]([NH2:17])[n:22](-[c:23]3[cH:24][c:25]([C:26](=[O:27])[NH:28][CH:29]4[CH2:30][CH2:31]4)[cH:32][cH:33][c:34]3[CH3:35])[cH:21][n:20]2)=[O:41])[cH:5][cH:6][cH:7]1. Reactants: C1(CCCCC1)N1CCNCC1 (1-cyclohexylpiperazine), CS(=O)(=O)OCC[C@@]1(CN(CC1)C(CC1=CC(=CC(=C1)C(F)(F)F)C(F)(F)F)=O)C1=CC(=C(C=C1)Cl)Cl.C(C)#N (acetonitrile (R)-3-(2-methanesulfonyloxyethyl)-3-(3,4-dichlorophenyl)-1-[[3,5-bis(trifluoromethyl)phenyl]acetyl]pyrrolidine). The product is ClC=1C=C(C=CC1Cl)[C@@]1(CN(CC1)C(CC1=CC(=CC(=C1)C(F)(F)F)C(F)(F)F)=O)CCN1CCN(CC1)C1CCCCC1 ((R)-3-(3,4-dichlorophenyl)-1-[[3,5-bis(trifluoromethyl)phenyl]acetyl]-3-[2-(4-cyclohexylpiperazin-1-yl)ethyl]pyrrolidine). Reaction SMILES: [CH:1]1([N:7]2[CH2:12][CH2:11][NH:10][CH2:9][CH2:8]2)[CH2:6][CH2:5][CH2:4][CH2:3][CH2:2]1.CS(O[CH2:18][CH2:19][C@@:20]1([C:42]2[CH:47]=[CH:46][C:45]([Cl:48])=[C:44]([Cl:49])[CH:43]=2)[CH2:24][CH2:23][N:22]([C:25](=[O:41])[CH2:26][C:27]2[CH:32]=[C:31]([C:33]([F:36])([F:35])[F:34])[CH:30]=[C:29]([C:37]([F:40])([F:39])[F:38])[CH:28]=2)[CH2:21]1)(=O)=O.C(#N)C>>[Cl:49][C:44]1[CH:43]=[C:42]([C@@:20]2([CH2:19][CH2:18][N:10]3[CH2:11][CH2:12][N:7]([CH:1]4[CH2:6][CH2:5][CH2:4][CH2:3][CH2:2]4)[CH2:8][CH2:9]3)[CH2:24][CH2:23][N:22]([C:25](=[O:41])[CH2:26][C:27]3[CH:32]=[C:31]([C:33]([F:34])([F:35])[F:36])[CH:30]=[C:29]([C:37]([F:40])([F:38])[F:39])[CH:28]=3)[CH2:21]2)[CH:47]=[CH:46][C:45]=1[Cl:48] |f:1.2|. Procedure details: In 30 ml of acetonitrile (R)-3-(2-methanesulfonyloxyethyl)-3-(3,4-dichlorophenyl)-1-[[3,5-bis(trifluoromethyl)phenyl]acetyl]pyrrolidine (3.17 g), prepared as described, supra, is mixed with an equimolar amount of 1-cyclohexylpiperazine. The reaction mixture is then heated to reflux and refluxed for about ten hours. The mixture is then concentrated under vacuum and the residue is taken up in methylene chloride and washed with a 3N solution of hydrochloric acid, followed by a wash with brine. The ...